Dataset: the Open Reaction Database (ORD), a public repository of structured organic reaction records. Task: describe an organic reaction: reactants, conditions, products, and yield Reactants: C=CCn1c(=S)[nH]c2c(c1=O)C1(CCCCC1)Cc1ccccc1-2, CCO, [K+], [OH-], O, COCCOS(=O)(=O)c1ccc(C)cc1. Product: C=CCn1c(SCCOC)nc2c(c1=O)C1(CCCCC1)Cc1ccccc1-2. RXN SMILES: [CH2:1]([CH:2]=[CH2:3])[n:4]1[c:5](=[S:24])[nH:6][c:7]2[c:12]([c:13]1=[O:14])[C:11]1([CH2:10][c:9]3[c:8]-2[cH:23][cH:22][cH:21][cH:20]3)[CH2:15][CH2:16][CH2:17][CH2:18][CH2:19]1.[CH3:43][CH2:44][OH:45].[K+:41].[OH-:40].[OH2:42].[c:25]1([CH3:26])[cH:27][cH:28][c:29]([S:30]([O:31][CH2:35][CH2:36][O:37][CH3:38])(=[O:32])=[O:33])[cH:34][cH:39]1>>[CH2:1]([CH:2]=[CH2:3])[n:4]1[c:5]([S:24][CH2:35][CH2:36][O:37][CH3:38])[n:6][c:7]2[c:12]([c:13]1=[O:14])[C:11]1([CH2:10][c:9]3[c:8]-2[cH:23][cH:22][cH:21][cH:20]3)[CH2:15][CH2:16][CH2:17][CH2:18][CH2:19]1. Reactants: COC(NC(C(C)C)C(=O)N1C(CCC1)C=1NC(=CN1)C1=CC2=CC=C(C=C2C=C1)C1=CC=C(C=C1)C=1NC(=NC1)C1N(CC(C1)C#N)C(C(C1=CC=CC=C1)NC(=O)OC)=O)=O ([1-(2-{5-[6-(4-{2-[4-Cyano-1-(2-methoxycarbonylamino-2-phenyl-acetyl)-pyrrolidin-2-yl]-3H-imidazol-4-yl}-phenyl)-naphthalen-2-yl]-1H-imidazol-2-yl}-pyrrolidine-1-carbonyl)-2-methyl-propyl]-carbamic acid methyl ester), COC(=O)NC(C(=O)O)C1=CC=CC=C1 (methoxycarbonylamino-phenyl-acetic acid), CN(C)C(C(=O)O)C1=CC=CC=C1 (dimethylamino-phenyl-acetic acid). Yields the product COC(NC(C(C)C)C(=O)N1C(CCC1)C=1NC(=CN1)C1=CC2=CC=C(C=C2C=C1)C1=CC=C(C=C1)C=1NC(=NC1)C1N(CC(C1)C#N)C(C(C1=CC=CC=C1)N(C)C)=O)=O ([1-(2-{5-[6-(4-{2-[4-Cyano-1-(2-dimethylamino-2-phenyl-acetyl)-pyrrolidin-2-yl]-3H-imidazol-4-yl}-phenyl)-naphthalen-2-yl]-1H-imidazol-2-yl}-pyrrolidine-1-carbonyl)-2-methyl-propyl]-carbamic acid methyl ester). As a reaction SMILES: [CH3:1][O:2][C:3](=[O:63])[NH:4][CH:5]([C:9]([N:11]1[CH2:15][CH2:14][CH2:13][CH:12]1[C:16]1[NH:17][C:18]([C:21]2[CH:30]=[CH:29][C:28]3[C:23](=[CH:24][CH:25]=[C:26]([C:31]4[CH:36]=[CH:35][C:34]([C:37]5[NH:38][C:39]([CH:42]6[CH2:46][CH:45]([C:47]#[N:48])[CH2:44][N:43]6C(=O)C(NC(OC)=O)C6C=CC=CC=6)=[N:40][CH:41]=5)=[CH:33][CH:32]=4)[CH:27]=3)[CH:22]=2)=[CH:19][N:20]=1)=[O:10])[CH:6]([CH3:8])[CH3:7].COC(NC(C1C=CC=CC=1)C(O)=O)=O.[CH3:79][N:80]([CH:82]([C:86]1[CH:91]=[CH:90][CH:89]=[CH:88][CH:87]=1)[C:83]([OH:85])=O)[CH3:81]>>[CH3:1][O:2][C:3](=[O:63])[NH:4][CH:5]([C:9]([N:11]1[CH2:15][CH2:14][CH2:13][CH:12]1[C:16]1[NH:17][C:18]([C:21]2[CH:30]=[CH:29][C:28]3[C:23](=[CH:24][CH:25]=[C:26]([C:31]4[CH:36]=[CH:35][C:34]([C:37]5[NH:38][C:39]([CH:42]6[CH2:46][CH:45]([C:47]#[N:48])[CH2:44][N:43]6[C:83](=[O:85])[CH:82]([N:80]([CH3:79])[CH3:81])[C:86]6[CH:91]=[CH:90][CH:89]=[CH:88][CH:87]=6)=[N:40][CH:41]=5)=[CH:33][CH:32]=4)[CH:27]=3)[CH:22]=2)=[CH:19][N:20]=1)=[O:10])[CH:6]([CH3:8])[CH3:7]. Procedure: Synthesized similar to [1-(2-{5-[6-(4-{2-[4-Cyano-1-(2-methoxycarbonylamino-2-phenyl-acetyl)-pyrrolidin-2-yl]-3H-imidazol-4-yl}-phenyl)-naphthalen-2-yl]-1H-imidazol-2-yl}-pyrrolidine-1-carbonyl)-2-methyl-propyl]-carbamic acid methyl ester replacing the methoxycarbonylamino-phenyl-acetic acid with dimethylamino-phenyl-acetic acid.